Dataset: the Open Reaction Database (ORD), a public repository of structured organic reaction records. Task: describe an organic reaction: reactants, conditions, products, and yield Starting materials: ClC=1C=C(C=C(C1)Cl)C(=CC(=O)C=1C=CC(=C(C#N)C1)F)C(F)(F)F (5-(3-(3,5-dichlorophenyl)-4,4,4-trifluoro-2-butenoyl)-2-fluorobenzonitrile), Cl (hydrochloric acid), Cl.NO (hydroxylamine hydrochloride), [OH-].[Na+] (sodium hydroxide). The solvent is CN1C(CCC1)=O (N-methyl-2-pyrrolidone), C1(=CC=CC=C1)C (toluene), O (water), C1(=CC=CC=C1)C (toluene), O (water), O (water). Run at temperature 0 celsius, time 2 hour. Product: ClC=1C=C(C=C(C1)Cl)C1(CC(=NO1)C=1C=CC(=C(C#N)C1)F)C(F)(F)F (5-(5-(3,5-dichlorophenyl)-5-(trifluoromethyl)-4,5-dihydroisoxazol-3-yl)-2-fluorobenzonitrile). The yield is 92.3%. Reaction SMILES: [Cl:1][C:2]1[CH:3]=[C:4]([C:9]([C:22]([F:25])([F:24])[F:23])=[CH:10][C:11]([C:13]2[CH:14]=[CH:15][C:16]([F:21])=[C:17]([CH:20]=2)[C:18]#[N:19])=O)[CH:5]=[C:6]([Cl:8])[CH:7]=1.[OH-:26].[Na+].Cl.[NH2:29]O.Cl>C1(C)C=CC=CC=1.O.CN1CCCC1=O>[Cl:1][C:2]1[CH:3]=[C:4]([C:9]2([C:22]([F:25])([F:24])[F:23])[O:26][N:29]=[C:11]([C:13]3[CH:14]=[CH:15][C:16]([F:21])=[C:17]([CH:20]=3)[C:18]#[N:19])[CH2:10]2)[CH:5]=[C:6]([Cl:8])[CH:7]=1 |f:1.2,3.4|. Reported procedure: 2.50 g of toluene and 1.50 g of N-methyl-2-pyrrolidone were added to 0.50 g (1.29 mmol) of 5-(3-(3,5-dichlorophenyl)-4,4,4-trifluoro-2-butenoyl)-2-fluorobenzonitrile, and the mixture was cooled to 0° C. After adding in dropwise to this mixture the solution which was prepared by adding 0.52 g of water to 0.21 g (5.16 mmol) of sodium hydroxide, and then adding the solution in which 0.099 g (1.42 mmol) of hydroxylamine hydrochloride was dissolved into 0.21 g of water in dropwise, the mixture was st... Starting materials: C(C)(C)OC(C)C.C(C)O (diisopropyl ether ethanol), C(CC)N(C1CC2=C(C=CC=C2CC1)OCCN)CCC (2-dipropylamino-8-(2-aminoethoxy)-1,2,3,4-tetrahydronaphthalene), C([O-])([O-])=O.[K+].[K+] (potassium carbonate), CS(=O)(=O)Cl (methanesulphonyl chloride). Solvent: petroleum ether, C1(=CC=CC=C1)C (toluene). Conditions: time 3 hour. Product: C(CC)N(C1CC2=C(C=CC=C2CC1)OCCNS(=O)(=O)C)CCC (2-Dipropylamino-8-(2-methanesulphonamido-ethoxy)-1,2,3,4-tetrahydronaphthalene). Reaction SMILES: [CH2:1]([N:4]([CH2:19][CH2:20][CH3:21])[CH:5]1[CH2:14][CH2:13][C:12]2[C:7](=[C:8]([O:15][CH2:16][CH2:17][NH2:18])[CH:9]=[CH:10][CH:11]=2)[CH2:6]1)[CH2:2][CH3:3].C(=O)([O-])[O-].[K+].[K+].[CH3:28][S:29](Cl)(=[O:31])=[O:30].C(OC(C)C)(C)C.C(O)C>C1(C)C=CC=CC=1>[CH2:19]([N:4]([CH2:1][CH2:2][CH3:3])[CH:5]1[CH2:14][CH2:13][C:12]2[C:7](=[C:8]([O:15][CH2:16][CH2:17][NH:18][S:29]([CH3:28])(=[O:31])=[O:30])[CH:9]=[CH:10][CH:11]=2)[CH2:6]1)[CH2:20][CH3:21] |f:1.2.3,5.6|. Procedure: 1.45 g (5 mmol) of 2-dipropylamino-8-(2-aminoethoxy)-1,2,3,4-tetrahydronaphthalene and 1.38 g (10 mmol) of potassium carbonate were initially introduced into 20 ml of toluene. 0.63 g (5.5 mmol) of methanesulphonyl chloride was then added dropwise, and the mixture was subsequently stirred for 3 h at room temperature. The mixture was then filtered and evaporated. The residue obtained was stirred with petroleum ether and filtered off under suction. The product, obtained by chromatography over silic...